From a dataset of the Open Reaction Database (ORD), a public repository of structured organic reaction records. describe an organic reaction: reactants, conditions, products, and yield The reactants are C(C)(C)(C)C1=C(C=C(C=C1)CCC(=O)OCC)NC(CC(CCCCC)C1=C(C=CC=C1OC)OC)=O (N-[2-t-butyl-5-(2-carboethoxyethyl)phenyl]-3-(2,6-dimethoxyphenyl)octanamide). Solvent: C(Cl)Cl.CCCCCC (methylene chloride hexane). Yields the product C(C)(C)(C)C1=C(C=C(C=C1)CCC(=O)O)NC(CC(CCCCC)C1=C(C=CC=C1OC)OC)=O (N-[2-t-Butyl-5-(2-carboxyethyl)phenyl]-3-(2,6-dimethoxyphenyl)octanamide). Reaction SMILES: [C:1]([C:5]1[CH:10]=[CH:9][C:8]([CH2:11][CH2:12][C:13]([O:15]CC)=[O:14])=[CH:7][C:6]=1[NH:18][C:19](=[O:37])[CH2:20][CH:21]([C:27]1[C:32]([O:33][CH3:34])=[CH:31][CH:30]=[CH:29][C:28]=1[O:35][CH3:36])[CH2:22][CH2:23][CH2:24][CH2:25][CH3:26])([CH3:4])([CH3:3])[CH3:2]>C(Cl)Cl.CCCCCC>[C:1]([C:5]1[CH:10]=[CH:9][C:8]([CH2:11][CH2:12][C:13]([OH:15])=[O:14])=[CH:7][C:6]=1[NH:18][C:19](=[O:37])[CH2:20][CH:21]([C:27]1[C:28]([O:35][CH3:36])=[CH:29][CH:30]=[CH:31][C:32]=1[O:33][CH3:34])[CH2:22][CH2:23][CH2:24][CH2:25][CH3:26])([CH3:2])([CH3:3])[CH3:4] |f:1.2|. Procedure: Following a similar procedure to that described in Preparation 77, but using N-[2-t-butyl-5-(2-carboethoxyethyl)phenyl]-3-(2,6-dimethoxyphenyl)octanamide (prepared as described in Preparation 86), the title compound was obtained as colorless crystals, melting at 52°-53° C. (from methylene chloride-hexane). As a reaction SMILES: Cl[S:2]([C:5]1[CH:14]=[CH:13][C:8]([C:9]([O:11][CH3:12])=[O:10])=[CH:7][CH:6]=1)(=[O:4])=[O:3].[CH2:15]([N:17]1[CH:25]=[C:24]2[C:19]([CH:20]=[CH:21][C:22]([CH2:26][NH2:27])=[CH:23]2)=[N:18]1)[CH3:16]>>[CH2:15]([N:17]1[CH:25]=[C:24]2[C:19]([CH:20]=[CH:21][C:22]([CH2:26][NH:27][S:2]([C:5]3[CH:14]=[CH:13][C:8]([C:9]([O:11][CH3:12])=[O:10])=[CH:7][CH:6]=3)(=[O:4])=[O:3])=[CH:23]2)=[N:18]1)[CH3:16]. Product: C(C)N1N=C2C=CC(=CC2=C1)CNS(=O)(=O)C1=CC=C(C(=O)OC)C=C1 (Methyl 4-(N-((2-ethyl-2H-indazol-5-yl)methyl)sulfamoyl)benzoate). Starting materials: ClS(=O)(=O)C1=CC=C(C(=O)OC)C=C1 (methyl 4-(chlorosulfonyl)benzoate), C(C)N1N=C2C=CC(=CC2=C1)CN ((2-ethyl-2H-indazol-5-yl)methanamine). Reported procedure: The titled compound was prepared according to the procedure described in step-1 of Example 1 from methyl 4-(chlorosulfonyl)benzoate and (2-ethyl-2H-indazol-5-yl)methanamine (step-4 of Example 13). The reactants are CN(C)C=O, CCO, Fc1ccc2c(-c3ccc(OCC4CO4)cc3)noc2c1, Fc1ccc(OC2CCNCC2)cc1. Yields the product OC(COc1ccc(-c2noc3cc(F)ccc23)cc1)CN1CCC(Oc2ccc(F)cc2)CC1. As a reaction SMILES: [CH3:36][N:37]([CH3:38])[CH:39]=[O:40].[CH3:41][CH2:42][OH:43].[F:1][c:2]1[cH:3][c:4]2[c:5]([c:6](-[c:9]3[cH:10][cH:11][c:12]([O:15][CH2:16][CH:17]4[O:18][CH2:19]4)[cH:13][cH:14]3)[n:7][o:8]2)[cH:20][cH:21]1.[F:22][c:23]1[cH:24][cH:25][c:26]([O:27][CH:28]2[CH2:29][CH2:30][NH:31][CH2:32][CH2:33]2)[cH:34][cH:35]1>>[F:1][c:2]1[cH:3][c:4]2[c:5]([c:6](-[c:9]3[cH:10][cH:11][c:12]([O:15][CH2:16][CH:17]([OH:18])[CH2:19][N:31]4[CH2:30][CH2:29][CH:28]([O:27][c:26]5[cH:25][cH:24][c:23]([F:22])[cH:35][cH:34]5)[CH2:33][CH2:32]4)[cH:13][cH:14]3)[n:7][o:8]2)[cH:20][cH:21]1. Product: C(#N)C1=C(C=C(C=C1)N)SC1=CC=CC=C1 (4-Cyano-3-phenylthiobenzenamine). As a reaction SMILES: Cl[C:2]1[CH:3]=[C:4]([NH2:10])[CH:5]=[CH:6][C:7]=1[C:8]#[N:9].[K].[C:12]1([SH:18])[CH:17]=[CH:16][CH:15]=[CH:14][CH:13]=1.C1(S)C=CC=CC=1.[OH-].[K+].C>CO.CN(C)C=O>[C:8]([C:7]1[CH:6]=[CH:5][C:4]([NH2:10])=[CH:3][C:2]=1[S:18][C:12]1[CH:17]=[CH:16][CH:15]=[CH:14][CH:13]=1)#[N:9] |f:1.2,4.5,^1:10|. Run in CN(C=O)C (N,N-dimethylformamide), CO (methanol). Procedure: 3-Chloro-4-cyanobenzenamine (20.0 g, 13.1 mmol) was added to a N,N-dimethylformamide (115 mL) solution of thiophenol potassium salt [prepared by adding thiophenol (13.5 mL, 13.1 mmol) to a solution of potassium hydroxide (7.35 g, 13.1 mmol) in methanol followed by removal of the methanol in vacuo] and washed in with an additional 15 ml of N,N-dimethylformamide. After stirring at 140° C. for 16 hours the mixture was poured into water, extracted with ethyl ether (3×150 mL) and the solvent removed ... The reactants are ClC=1C=C(C=CC1C#N)N (3-Chloro-4-cyanobenzenamine), [K].C1(=CC=CC=C1)S (thiophenol potassium salt), C (CH4), C1(=CC=CC=C1)S (thiophenol), [OH-].[K+] (potassium hydroxide). Conditions: temperature 140 celsius, time 16 hour.